From a dataset of the Open Reaction Database (ORD), a public repository of structured organic reaction records. describe an organic reaction: reactants, conditions, products, and yield Starting materials: BrCC1=C(C#N)C=CC=C1CBr (2,3-Bis-bromomethyl-benzonitrile), C1(=CC=CC=C1)C(C1=CC=CC=C1)(C1=CC=CC=C1)N (triphenylmethylamine). The product is C(C1=CC=CC=C1)(C1=CC=CC=C1)(C1=CC=CC=C1)N1CC=2C=CC=C(C2C1)C#N (2-Trityl-2,3-dihydro-1H-isoindole-4-carbonitrile). As a reaction SMILES: Br[CH2:2][C:3]1[C:10]([CH2:11]Br)=[CH:9][CH:8]=[CH:7][C:4]=1[C:5]#[N:6].[C:13]1([C:19]([NH2:32])([C:26]2[CH:31]=[CH:30][CH:29]=[CH:28][CH:27]=2)[C:20]2[CH:25]=[CH:24][CH:23]=[CH:22][CH:21]=2)[CH:18]=[CH:17][CH:16]=[CH:15][CH:14]=1>>[C:19]([N:32]1[CH2:2][C:3]2[C:4]([C:5]#[N:6])=[CH:7][CH:8]=[CH:9][C:10]=2[CH2:11]1)([C:20]1[CH:25]=[CH:24][CH:23]=[CH:22][CH:21]=1)([C:26]1[CH:27]=[CH:28][CH:29]=[CH:30][CH:31]=1)[C:13]1[CH:18]=[CH:17][CH:16]=[CH:15][CH:14]=1. Procedure details: Prepared in analogy to Example A2(b) from 2,3-Bis-bromomethyl-benzonitrile (CAS: 66126-18-9) and triphenylmethylamine. Yellow foam. Reactants: [Cl-], [Cl-], ClCCl, Cl, [Zn+2], CCOC(=O)c1ccco1. Yields the product CCOC(=O)c1ccc(CCl)o1. Reaction SMILES: [Cl-:15].[Cl-:17].[Cl:12][CH2:13][Cl:14].[ClH:11].[Zn+2:16].[o:1]1[c:2]([C:6](=[O:7])[O:8][CH2:9][CH3:10])[cH:3][cH:4][cH:5]1>>[o:1]1[c:2]([C:6](=[O:7])[O:8][CH2:9][CH3:10])[cH:3][cH:4][c:5]1[CH2:13][Cl:12]. Starting materials: CS(C)=O, COc1cnc2c(Sc3ccc(Nc4nnc(Cl)c5ccccc45)cc3)ccnc2c1, N#C[Na]. Yields the product COc1cnc2c(Sc3ccc(Nc4nnc(C#N)c5ccccc45)cc3)ccnc2c1. Reaction SMILES: [CH3:35][S:36]([CH3:37])=[O:38].[Cl:1][c:2]1[n:3][n:4][c:5]([NH:12][c:13]2[cH:14][cH:15][c:16]([S:19][c:20]3[cH:21][cH:22][n:23][c:24]4[cH:25][c:26]([O:30][CH3:31])[cH:27][n:28][c:29]34)[cH:17][cH:18]2)[c:6]2[cH:7][cH:8][cH:9][cH:10][c:11]12.[Na:32][C:33]#[N:34]>>[c:2]1([C:33]#[N:34])[n:3][n:4][c:5]([NH:12][c:13]2[cH:14][cH:15][c:16]([S:19][c:20]3[cH:21][cH:22][n:23][c:24]4[cH:25][c:26]([O:30][CH3:31])[cH:27][n:28][c:29]34)[cH:17][cH:18]2)[c:6]2[cH:7][cH:8][cH:9][cH:10][c:11]12. Reactants: CCO, Cl, N#CCCCn1cnc2ccccc21. Yields the product NCCCCn1cnc2ccccc21. Reaction SMILES: [CH3:16][CH2:17][OH:18].[ClH:15].[n:1]1([CH2:10][CH2:11][CH2:12][C:13]#[N:14])[cH:2][n:3][c:4]2[c:5]1[cH:6][cH:7][cH:8][cH:9]2>>[n:1]1([CH2:10][CH2:11][CH2:12][CH2:13][NH2:14])[cH:2][n:3][c:4]2[c:5]1[cH:6][cH:7][cH:8][cH:9]2. Reactants: ClC1=C(C=C(C(=C1)OC)F)C(C(C(F)(F)F)(O)C=1C=CC(N(C1)C)=O)C (5-[2-(2-chloro-5-fluoro-4-methoxy-phenyl)-1-hydroxy-1-trifluoromethyl-propyl]-1-methyl-1H-pyridin-2-one), B(Br)(Br)Br (BBr3). Yields the product ClC1=C(C=C(C(=C1)O)F)C(C(C(F)(F)F)(O)C=1C=CC(N(C1)C)=O)C (5-[2-(2-Chloro-5-fluoro-4-hydroxy-phenyl)-1-hydroxy-1-trifluoromethyl-propyl]-1-methyl-1H-pyridin-2-one). RXN SMILES: [Cl:1][C:2]1[CH:7]=[C:6]([O:8]C)[C:5]([F:10])=[CH:4][C:3]=1[CH:11]([CH3:26])[C:12]([C:18]1[CH:19]=[CH:20][C:21](=[O:25])[N:22]([CH3:24])[CH:23]=1)([OH:17])[C:13]([F:16])([F:15])[F:14].B(Br)(Br)Br>>[Cl:1][C:2]1[CH:7]=[C:6]([OH:8])[C:5]([F:10])=[CH:4][C:3]=1[CH:11]([CH3:26])[C:12]([C:18]1[CH:19]=[CH:20][C:21](=[O:25])[N:22]([CH3:24])[CH:23]=1)([OH:17])[C:13]([F:16])([F:15])[F:14]. Procedure details: In analogy to Example 147, step 5, 5-[2-(2-chloro-5-fluoro-4-methoxy-phenyl)-1-hydroxy-1-trifluoromethyl-propyl]-1-methyl-1H-pyridin-2-one was reacted with BBr3 to give the title compound as a light yellow foam. MS (m/e)=380.3 [M+H+]. Starting materials: Br[Mg]c1ccccc1, C1CCOC1, CC12CCC3(CC1=CCCC2C=O)SCCS3. Product: CC12CCC3(CC1=CCCC2C(O)c1ccccc1)SCCS3. Reaction SMILES: [Br:18][Mg:19][c:20]1[cH:21][cH:22][cH:23][cH:24][cH:25]1.[CH2:26]1[O:27][CH2:28][CH2:29][CH2:30]1.[CH3:1][C:2]12[CH2:3][CH2:4][C:5]3([S:6][CH2:7][CH2:8][S:9]3)[CH2:10][C:11]1=[CH:12][CH2:13][CH2:14][CH:15]2[CH:16]=[O:17]>>[CH3:1][C:2]12[CH2:3][CH2:4][C:5]3([S:6][CH2:7][CH2:8][S:9]3)[CH2:10][C:11]1=[CH:12][CH2:13][CH2:14][CH:15]2[CH:16]([OH:17])[c:20]1[cH:21][cH:22][cH:23][cH:24][cH:25]1.